From a dataset of the Open Reaction Database (ORD), a public repository of structured organic reaction records. describe an organic reaction: reactants, conditions, products, and yield Reactants: COC([C@H]1N(CCC1)C(CN(C)C([C@@](N)(CCCC(N)C(=O)OCC1=CC=CC=C1)C(=O)OC(C)(C)C)=O)=O)=O (α-tertiary butyloxycarbonyl-ε-benzyloxycarbonyl-L-lysyl-sarcosyl-L-proline methyl ester), Cl (hydrogen chloride). Solvent: solution, C(C)(=O)OCC (ethyl acetate). Product: Cl.COC([C@H]1N(CCC1)C(CN(C)C([C@@H](N)CCCC(N)C(=O)OCC1=CC=CC=C1)=O)=O)=O (ε-benzyloxycarbonyl-L-lysyl-sarcosyl-L-proline methyl ester hydrochloride). As a reaction SMILES: [CH3:1][O:2][C:3](=[O:40])[C@@H:4]1[CH2:8][CH2:7][CH2:6][N:5]1[C:9](=[O:39])[CH2:10][N:11]([C:13](=[O:38])[C@:14](C(OC(C)(C)C)=O)([CH2:16][CH2:17][CH2:18][CH:19]([C:21]([O:23][CH2:24][C:25]1[CH:30]=[CH:29][CH:28]=[CH:27][CH:26]=1)=[O:22])[NH2:20])[NH2:15])[CH3:12].[ClH:41]>C(OCC)(=O)C>[ClH:41].[CH3:1][O:2][C:3](=[O:40])[C@@H:4]1[CH2:8][CH2:7][CH2:6][N:5]1[C:9](=[O:39])[CH2:10][N:11]([C:13](=[O:38])[C@H:14]([CH2:16][CH2:17][CH2:18][CH:19]([C:21]([O:23][CH2:24][C:25]1[CH:26]=[CH:27][CH:28]=[CH:29][CH:30]=1)=[O:22])[NH2:20])[NH2:15])[CH3:12] |f:3.4|. Procedure details: The reaction mixture consequently formed was filtered. The filtrate was concentrated under a vacuum. The residue of the concentration was dissolved in 50 ml of ethyl acetate and the resultant solution was filtered. The filtrate was washed with an aqueous 10% citric acid solution, an aqueous 5% sodium hydrogen carbonate solution, and water sequentially in the order mentioned and dried with anhydrous sodium sulfate. The dried substance was distilled under a vacuum to expel the solvent. The residue...